Dataset: the Open Reaction Database (ORD), a public repository of structured organic reaction records. Task: describe an organic reaction: reactants, conditions, products, and yield The reactants are C1=CC=CC=2OC3=CC=CC=C3CC12 (xanthene), [Cr](=O)(=O)([O-])O[Cr](=O)(=O)[O-].[K+].[K+] (potassium dichromate), [Cr](=O)(=O)([O-])O[Cr](=O)(=O)[O-].[Na+].[Na+] (sodium dichromate), Formula II, [Cr](=O)(=O)([O-])O[Cr](=O)(=O)[O-] (dichromate), [Cr](=O)(=O)([O-])O[Cr](=O)(=O)[O-].[Na+].[Na+] (sodium dichromate), C1=CC=CC=2OC3=CC=CC=C3CC12 (xanthene). The solvent is C(C)(=O)O (acetic acid), O (water), C(C)(=O)O (acetic acid), C(C)(C)(C)O (tert-butyl alcohol). Product: C1=CC=CC=2OC3=CC=CC=C3C(C12)=O (xanthen-9-one), Formula III. Reaction SMILES: [Cr](O[Cr]([O-])(=O)=O)([O-])(=O)=O.[Cr](O[Cr]([O-])(=O)=O)([O-])(=O)=O.[Na+].[Na+].[Cr](O[Cr]([O-])(=O)=O)([O-])(=O)=[O:22].[K+].[K+].[CH:32]1[C:45]2[CH2:44][C:43]3[C:38](=[CH:39][CH:40]=[CH:41][CH:42]=3)[O:37][C:36]=2[CH:35]=[CH:34][CH:33]=1>C(O)(=O)C.C(O)(C)(C)C.O>[CH:32]1[C:45]2[C:44](=[O:22])[C:43]3[C:38](=[CH:39][CH:40]=[CH:41][CH:42]=3)[O:37][C:36]=2[CH:35]=[CH:34][CH:33]=1 |f:1.2.3,4.5.6|. Procedure: The above oxidation reaction may be carried out using dichromate anion such as sodium dichromate or potassium dichromate as the oxidizing agent. The reaction will proceed in from 15 minutes to 6 hours at a temperature of from 80° to 120°C. The amount of oxidizing agent is limited to the stoichiometric quantity required for oxidation of the 9-methylene group of the xanthene derivative. Suitable solvents for this conversion are, for example, water, acetic acid, tert-butyl alcohol, and the like, or... Reactants: COC[C@H](C)NC(=O)C1=CN(C2=NC=C(N=C21)C2=NNC1=CC(=CC=C21)F)COCC[Si](C)(C)C (2-(6-Fluoro-1H-indazol-3-yl)-5-(2-trimethylsilanyl-ethoxymethyl)-5H-pyrrolo[2,3-b]pyrazine-7-carboxylic acid ((S)-2-methoxy-1-methyl-ethyl)-amide), [H-].[Na+] (Sodium hydride), Cl.ClCC=1C=CC(=NC1)N1CCOCC1 (4-(5-(Chloromethyl)pyridin-2-yl)morpholine hydrochloride). Solvent: CN(C)C=O (DMF). Reaction conditions: temperature 0 celsius, time 10 minute. The product is COC[C@H](C)NC(=O)C1=CN(C2=NC=C(N=C21)C2=NN(C1=CC(=CC=C21)F)CC=2C=NC(=CC2)N2CCOCC2)COCC[Si](C)(C)C (2-[6-fluoro-1-(6-morpholin-4-yl-pyridin-3-ylmethyl)-1H-indazol-3-yl]-5-(2-trimethylsilanyl-ethoxymethyl)-5H-pyrrolo[2,3-b]pyrazine-7-carboxylic acid ((S)-2-methoxy-1-methyl-ethyl)-amide). The yield is 53.7%. As a reaction SMILES: [CH3:1][O:2][CH2:3][C@@H:4]([NH:6][C:7]([C:9]1[C:17]2[C:12](=[N:13][CH:14]=[C:15]([C:18]3[C:26]4[C:21](=[CH:22][C:23]([F:27])=[CH:24][CH:25]=4)[NH:20][N:19]=3)[N:16]=2)[N:11]([CH2:28][O:29][CH2:30][CH2:31][Si:32]([CH3:35])([CH3:34])[CH3:33])[CH:10]=1)=[O:8])[CH3:5].[H-].[Na+].Cl.Cl[CH2:40][C:41]1[CH:42]=[CH:43][C:44]([N:47]2[CH2:52][CH2:51][O:50][CH2:49][CH2:48]2)=[N:45][CH:46]=1>CN(C=O)C>[CH3:1][O:2][CH2:3][C@@H:4]([NH:6][C:7]([C:9]1[C:17]2[C:12](=[N:13][CH:14]=[C:15]([C:18]3[C:26]4[C:21](=[CH:22][C:23]([F:27])=[CH:24][CH:25]=4)[N:20]([CH2:40][C:41]4[CH:46]=[N:45][C:44]([N:47]5[CH2:52][CH2:51][O:50][CH2:49][CH2:48]5)=[CH:43][CH:42]=4)[N:19]=3)[N:16]=2)[N:11]([CH2:28][O:29][CH2:30][CH2:31][Si:32]([CH3:33])([CH3:35])[CH3:34])[CH:10]=1)=[O:8])[CH3:5] |f:1.2,3.4|. Procedure details: 2-(6-Fluoro-1H-indazol-3-yl)-5-(2-trimethylsilanyl-ethoxymethyl)-5H-pyrrolo[2,3-b]pyrazine-7-carboxylic acid ((S)-2-methoxy-1-methyl-ethyl)-amide (80 mg, 0.16 mmol) was combined with DMF (8 mL) at 0° C. to give a yellow solution. Sodium hydride (60% in mineral oil, 19 mg, 0.48 mmol) was added and the reaction was stirred at 0° C. for 10 min. 4-(5-(Chloromethyl)pyridin-2-yl)morpholine hydrochloride (60 mg, 0.24 mmol) was added and the reaction mixture was stirred at 0° C. for 30 min then warmed t... Starting materials: C(C)(C)(C)OC(NC1=C(C=C(C(=C1)N(C)CC)C)NC(CC(=O)C1=CC(=CC=C1)C1=CC(=NO1)C)=O)=O ((5-(ethyl-methyl-amino)-4-methyl-2-{3-[3-(3-methyl-isoxazol-5-yl)-phenyl]-3-oxo-propionylamino}-phenyl)-carbamic acid tert-butyl ester), C(=O)(C(F)(F)F)O (TFA). The solvent is C(Cl)Cl (CH2Cl2). Product: C(C)N(C1=CC2=C(NC(CC(=N2)C2=CC(=CC=C2)C2=CC(=NO2)C)=O)C=C1C)C (7-(Ethyl-methyl-amino)-8-methyl-4-[3-(3-methyl-isoxazol-5-yl)-phenyl]-1,3-dihydro-benzo[b][1,4]diazepin-2-one), solid. Isolated yield 55.0%. RXN SMILES: C(OC(=O)[NH:7][C:8]1[CH:13]=[C:12]([N:14]([CH2:16][CH3:17])[CH3:15])[C:11]([CH3:18])=[CH:10][C:9]=1[NH:19][C:20](=[O:36])[CH2:21][C:22]([C:24]1[CH:29]=[CH:28][CH:27]=[C:26]([C:30]2[O:34][N:33]=[C:32]([CH3:35])[CH:31]=2)[CH:25]=1)=O)(C)(C)C.C(O)(C(F)(F)F)=O>C(Cl)Cl>[CH2:16]([N:14]([CH3:15])[C:12]1[C:11]([CH3:18])=[CH:10][C:9]2[NH:19][C:20](=[O:36])[CH2:21][C:22]([C:24]3[CH:29]=[CH:28][CH:27]=[C:26]([C:30]4[O:34][N:33]=[C:32]([CH3:35])[CH:31]=4)[CH:25]=3)=[N:7][C:8]=2[CH:13]=1)[CH3:17]. Reported procedure: The title compound was prepared from (5-(ethyl-methyl-amino)-4-methyl-2-{3-[3-(3-methyl-isoxazol-5-yl)-phenyl]-3-oxo-propionylamino}-phenyl)-carbamic acid tert-butyl ester (Example M86) (0.38 g, 0.75 mmol) by treatment with TFA in CH2Cl2 according to the general procedure N. Obtained as a light yellow solid (160 mg, 55%).